Dataset: the Open Reaction Database (ORD), a public repository of structured organic reaction records. Task: describe an organic reaction: reactants, conditions, products, and yield Starting materials: CC(=O)OC1CCn2c1nc1cc([N+](=O)[O-])cnc12, CCO, [H][H]. Product: CC(=O)OC1CCn2c1nc1cc(N)cnc12. As a reaction SMILES: [C:1]([CH3:2])(=[O:3])[O:4][CH:5]1[CH2:6][CH2:7][n:8]2[c:9]1[n:10][c:11]1[c:12]2[n:13][cH:14][c:15]([N+:17]([O-:18])=[O:19])[cH:16]1.[CH3:22][CH2:23][OH:24].[H:20][H:21]>>[C:1]([CH3:2])(=[O:3])[O:4][CH:5]1[CH2:6][CH2:7][n:8]2[c:9]1[n:10][c:11]1[c:12]2[n:13][cH:14][c:15]([NH2:17])[cH:16]1. Starting materials: CN(C)C=O, N#Cc1cnccn1, O=S(=O)(Cl)Cl, c1ccccc1. The product is N#Cc1nccnc1Cl. RXN SMILES: [CH3:1][N:2]([CH3:3])[CH:4]=[O:5].[N:6]#[C:7][c:8]1[cH:9][n:10][cH:11][cH:12][n:13]1.[S:14]([Cl:15])(=[O:16])([Cl:17])=[O:18].[cH:19]1[cH:20][cH:21][cH:22][cH:23][cH:24]1>>[N:6]#[C:7][c:8]1[c:9]([Cl:17])[n:10][cH:11][cH:12][n:13]1.